Task: describe an organic reaction: reactants, conditions, products, and yield. Dataset: the Open Reaction Database (ORD), a public repository of structured organic reaction records Run at time 5 minute. Product: C(CCCCCCC)NC(NCCCCCCCC)=O (di-n-octyl urea). Yield: 26.0%. Procedure details: This example demonstrates the preparation of n-octylisocyanate using boron tribromide as the "dehydrating agent." A 100 mL Fischer-Porter bottle was charged with octylamine (0.64 g, 5.0 mmol), cyclohexyltetraethyl guanidine (2.53 g, 10.0 mmol), biphenyl (0.15 g, 1 mmol; internal standard) and 25 mL of CH2Cl2. The reaction vessel was pressurized to 80 psig with CO2 and rapid stirring was initiated. A second Fischer-Porter bottle was charged with boron tribromide (1.26 g, 5.0 mmol) and 25 mL CH2Cl... The solvent is C(Cl)Cl (CH2Cl2), C(C)OCC (diethyl ether), C(Cl)Cl (CH2Cl2). Starting materials: C(CCCCCCC)N=C=O (n-octylisocyanate), B(Br)(Br)Br (BBr3), C1(=CC=CC=C1)C1=CC=CC=C1 (biphenyl), C(CCCCCCC)N (octylamine), C1(CCCCC1)N=C(N(CC)CC)N(CC)CC (cyclohexyltetraethyl guanidine), C1(=CC=CC=C1)C1=CC=CC=C1 (biphenyl), C(=O)=O (CO2), C1(CCCCC1)N=C=O (cyclohexylisocyanate), C(N)([O-])=O (carbamate), B(Br)(Br)Br (boron tribromide), B(Br)(Br)Br (boron tribromide), C(=O)=O (CO2). Reaction SMILES: [CH2:1]([N:9]=[C:10]=[O:11])[CH2:2][CH2:3][CH2:4][CH2:5][CH2:6][CH2:7][CH3:8].B(Br)(Br)Br.[CH2:16]([NH2:24])[CH2:17][CH2:18][CH2:19][CH2:20][CH2:21][CH2:22][CH3:23].C1(N=C(N(CC)CC)N(CC)CC)CCCCC1.C1(C2C=CC=CC=2)C=CC=CC=1.C(=O)=O.C(=O)([O-])N.C1(N=C=O)CCCCC1>C(OCC)C.C(Cl)Cl>[CH2:1]([NH:9][C:10](=[O:11])[NH:24][CH2:16][CH2:17][CH2:18][CH2:19][CH2:20][CH2:21][CH2:22][CH3:23])[CH2:2][CH2:3][CH2:4][CH2:5][CH2:6][CH2:7][CH3:8]. Starting materials: O=C1N[C@@H](CC2=CC=C(C=C12)[N+](=O)[O-])C(=O)O ((3S)-1-Oxo-7-nitro-1,2,3,4-tetrahydroisoquinoline-3-carboxylic acid). The reagents and catalysts are O=[Pt]=O (PtO2). The solvent is C(C)(=O)O (acetic acid). Yields the product O=C1N[C@@H](CC2=CC=C(C=C12)N)C(=O)O ((3S)-1-oxo-7-amino-1,2,3,4-tetrahydroisoquinoline-3-carboxylic acid). Yield: 99.7%. RXN SMILES: [O:1]=[C:2]1[C:11]2[C:6](=[CH:7][CH:8]=[C:9]([N+:12]([O-])=O)[CH:10]=2)[CH2:5][C@@H:4]([C:15]([OH:17])=[O:16])[NH:3]1>C(O)(=O)C.O=[Pt]=O>[O:1]=[C:2]1[C:11]2[C:6](=[CH:7][CH:8]=[C:9]([NH2:12])[CH:10]=2)[CH2:5][C@@H:4]([C:15]([OH:17])=[O:16])[NH:3]1. Procedure details: (3S)-1-Oxo-7-nitro-1,2,3,4-tetrahydroisoquinoline-3-carboxylic acid (1 g) is suspended in acetic acid (50 g), and PtO2 (50 mg) is added thereto. The mixture is subjected to catalytic reduction. The catalyst is filtered off, and the filtrate is distilled to remove the solvent, whereby (3S)-1-oxo-7-amino-1,2,3,4-tetrahydroisoquinoline-3-carboxylic acid (870 mg) is obtained as an oil. Reactants: Cc1cc(C)c2c(n1)Nc1cc(C)c(C)cc1NC2=O, CI, [H-], [Na+], CN(C)C=O. The product is Cc1cc(C)c2c(n1)Nc1cc(C)c(C)cc1N(C)C2=O. As a reaction SMILES: [CH3:1][c:2]1[cH:3][c:4]([CH3:20])[c:5]2[c:6]([n:19]1)[NH:7][c:8]1[c:9]([cH:13][c:14]([CH3:18])[c:15]([CH3:17])[cH:16]1)[NH:10][C:11]2=[O:12].[CH3:23][I:24].[H-:21].[Na+:22].[O:25]=[CH:26][N:27]([CH3:28])[CH3:29]>>[CH3:1][c:2]1[cH:3][c:4]([CH3:20])[c:5]2[c:6]([n:19]1)[NH:7][c:8]1[c:9]([cH:13][c:14]([CH3:18])[c:15]([CH3:17])[cH:16]1)[N:10]([CH3:23])[C:11]2=[O:12]. Starting materials: ClC1=CC=C(C=C1)S(=O)(=O)N1C2C(C(CC1CCC2)=O)C (9-(4-chloro-benzenesulfonyl)-2-methyl-9-aza-bicyclo[3.3.1]nonan-3-one), COC(N(C)C)OC (N,N-dimethylformamide dimethyl acetal). Solvent: CN(C)C=O (DMF). Run at temperature 110 celsius. Product: ClC1=CC=C(C=C1)S(=O)(=O)N1C2C(C(C(C1CCC2)C)=O)=CN(C)C (9-(4-Chloro-benzenesulfonyl)-2-dimethylaminomethylene-4-methyl-9-aza-bicyclo[3.3.1]nonan-3-one). Reaction SMILES: [Cl:1][C:2]1[CH:7]=[CH:6][C:5]([S:8]([N:11]2[CH:16]3[CH2:17][CH2:18][CH2:19][CH:12]2[CH:13]([CH3:21])[C:14](=[O:20])[CH2:15]3)(=[O:10])=[O:9])=[CH:4][CH:3]=1.CO[CH:24](OC)[N:25]([CH3:27])[CH3:26]>CN(C=O)C>[Cl:1][C:2]1[CH:3]=[CH:4][C:5]([S:8]([N:11]2[CH:12]3[CH2:19][CH2:18][CH2:17][CH:16]2[C:15](=[CH:24][N:25]([CH3:26])[CH3:27])[C:14](=[O:20])[CH:13]3[CH3:21])(=[O:9])=[O:10])=[CH:6][CH:7]=1. Procedure: To a stirring mixture of 9-(4-chloro-benzenesulfonyl)-2-methyl-9-aza-bicyclo[3.3.1]nonan-3-one (500 mg, 1.52 mmol) in DMF (1 mL,) was added N,N-dimethylformamide dimethyl acetal (1 mL). The resulting mixture was heated to 110° C. for 2 h after which the reaction mixture was concentrated under reduced pressure to give the desired product as a brown oil. This crude product was directly taken to the next reaction without any further purification. Retention time (min)=2.2 min, Method [1], MS(ESI) 35... Yields the product COC(=O)C1Oc2ccccc2OCC1=O. The reactants are CC(=O)O, CC(C)(C)O, COC(=O)COc1ccccc1OCC(=O)OC, [H-], [Na+], Cc1ccccc1C. RXN SMILES: [CH3:26][C:27](=[O:28])[OH:29].[CH3:3][C:4]([OH:5])([CH3:6])[CH3:7].[CH3:8][O:9][C:10](=[O:11])[CH2:12][O:13][c:14]1[c:15]([O:16][CH2:17][C:18](=[O:19])[O:20][CH3:21])[cH:22][cH:23][cH:24][cH:25]1.[H-:1].[Na+:2].[c:30]1([CH3:31])[c:32]([CH3:33])[cH:34][cH:35][cH:36][cH:37]1>>[CH3:8][O:9][C:10](=[O:11])[CH:12]1[O:13][c:14]2[c:15]([cH:22][cH:23][cH:24][cH:25]2)[O:16][CH2:17][C:18]1=[O:19]. The reactants are CCOC(=O)c1cc(NCc2c(C)cccc2CC)c2nc(C)c(C)n2c1, CCCN, CO, N#C[Na]. The product is CCCNC(=O)c1cc(NCc2c(C)cccc2CC)c2nc(C)c(C)n2c1. Reaction SMILES: [CH3:1][c:2]1[n:3][c:4]2[n:5]([cH:6][c:7]([C:21](=[O:22])[O:23][CH2:24][CH3:25])[cH:8][c:9]2[NH:10][CH2:11][c:12]2[c:13]([CH2:19][CH3:20])[cH:14][cH:15][cH:16][c:17]2[CH3:18])[c:26]1[CH3:27].[CH3:28][CH2:29][CH2:30][NH2:31].[CH3:35][OH:36].[Na:32][C:33]#[N:34]>>[CH3:1][c:2]1[n:3][c:4]2[n:5]([cH:6][c:7]([C:21](=[O:22])[NH:31][CH2:30][CH2:29][CH3:28])[cH:8][c:9]2[NH:10][CH2:11][c:12]2[c:13]([CH2:19][CH3:20])[cH:14][cH:15][cH:16][c:17]2[CH3:18])[c:26]1[CH3:27]. Product: CSc1nn(C(=O)Oc2ccccc2)c(=O)n1N. Starting materials: [Br-], ClCCl, CCCC[N+](CCCC)(CCCC)CCCC, O=C(Cl)Oc1ccccc1, CSc1n[nH]c(=O)n1N, [Na+], [OH-], O. RXN SMILES: [Br-:22].[CH2:41]([Cl:42])[Cl:43].[CH3:23][CH2:24][CH2:25][CH2:26][N+:27]([CH2:28][CH2:29][CH2:30][CH3:31])([CH2:32][CH2:33][CH2:34][CH3:35])[CH2:36][CH2:37][CH2:38][CH3:39].[Cl:1][C:2](=[O:3])[O:4][c:5]1[cH:6][cH:7][cH:8][cH:9][cH:10]1.[NH2:11][n:12]1[c:13](=[O:19])[nH:14][n:15][c:16]1[S:17][CH3:18].[Na+:21].[OH-:20].[OH2:40]>>[C:2](=[O:3])([O:4][c:5]1[cH:6][cH:7][cH:8][cH:9][cH:10]1)[n:14]1[c:13](=[O:19])[n:12]([NH2:11])[c:16]([S:17][CH3:18])[n:15]1. Conditions: temperature -78 celsius, time 10 minute. Solvent: C1CCOC1 (THF). Procedure details: 3-(Benzyloxy)-5-bromo-N-(4-methylthiazol-2-yl)pyridin-2-amine (prepared according to Example 1; 0.250 g, 0.664 mmol) was added to THF (30 mL) and cooled to −78° C. MeLi (0.519 mL, 0.831 mmol) was slowly added, and the reaction mixture was stirred for 10 minutes. Butyllithium (0.332 mL, 0.831 mmol) was added, and the reaction mixture was stirred for 15 minutes. 1,2-Dimethyldisulfane (0.438 g, 4.65 mmol) was added, and the reaction mixture was stirred for 15 minutes. Ammonium chloride was added, a... The reactants are CSSC (1,2-Dimethyldisulfane), Cl.C(C1=CC=CC=C1)OC=1C(=NC=C(C1)Br)NC=1SC=C(N1)C (3-(benzyloxy)-5-bromo-N-(4-methylthiazol-2-yl)pyridin-2-amine hydrochloride), [Li]C (MeLi), C(CCC)[Li] (Butyllithium), [Cl-].[NH4+] (Ammonium chloride). Yields the product C(C1=CC=CC=C1)OC=1C(=NC=C(C1)SC)NC=1SC=C(N1)C (3-(benzyloxy)-N-(4-methylthiazol-2-yl)-5-(methylthio)pyridin-2-amine). Isolated yield 74.5%. As a reaction SMILES: Cl.[CH2:2]([O:9][C:10]1[C:11]([NH:17][C:18]2[S:19][CH:20]=[C:21]([CH3:23])[N:22]=2)=[N:12][CH:13]=[C:14](Br)[CH:15]=1)[C:3]1[CH:8]=[CH:7][CH:6]=[CH:5][CH:4]=1.[Li]C.C([Li])CCC.[CH3:31][S:32]SC.[Cl-].[NH4+]>C1COCC1>[CH2:2]([O:9][C:10]1[C:11]([NH:17][C:18]2[S:19][CH:20]=[C:21]([CH3:23])[N:22]=2)=[N:12][CH:13]=[C:14]([S:32][CH3:31])[CH:15]=1)[C:3]1[CH:8]=[CH:7][CH:6]=[CH:5][CH:4]=1 |f:0.1,5.6|.